This data is from the Open Reaction Database (ORD), a public repository of structured organic reaction records. The task is: describe an organic reaction: reactants, conditions, products, and yield Conditions: time 3 hour. Product: OCCN1N=NC=2N(C1=O)C=NC2C(=O)N (3-(2-Hydroxyethyl)-4-oxo-3,4-dihydroimidazo[5,1-d][1,2,3,5]tetrazine-8-carboxamide). Starting materials: [Si](C)(C)(C(C)(C)C)OCCN1N=NC=2N(C1=O)C=NC2C(=O)N (3-(2-(tert-butyldimethylsilyloxy)ethyl)-4-oxo-3,4-dihydroimidazo[5,1-d][1,2,3,5]tetrazine-8-carboxamide), CC(=O)O (AcOH), O (water). Solvent: C1CCOC1 (THF). Reported procedure: A solution of 3-(2-(tert-butyldimethylsilyloxy)ethyl)-4-oxo-3,4-dihydroimidazo[5,1-d][1,2,3,5]tetrazine-8-carboxamide (50 mg, 0.148 mmol) in THF:AcOH:water (5 mL of a 1:3:1 v/v/v mixture) was stirred at room temperature. After 3 hours, the reaction mixture was concentrated in vacuo and the residue was purified by flash column chromatography (SiO2, gradient 0-100% acetonitrile in dichloromethane) to furnish the title compound as a white solid. Yield: 15 mg, 0.067 mmol, 45%. LCMS (ES+) m/z 225 (M+... As a reaction SMILES: [Si]([O:8][CH2:9][CH2:10][N:11]1[C:16](=[O:17])[N:15]2[CH:18]=[N:19][C:20]([C:21]([NH2:23])=[O:22])=[C:14]2[N:13]=[N:12]1)(C(C)(C)C)(C)C.CC(O)=O.O>C1COCC1>[OH:8][CH2:9][CH2:10][N:11]1[C:16](=[O:17])[N:15]2[CH:18]=[N:19][C:20]([C:21]([NH2:23])=[O:22])=[C:14]2[N:13]=[N:12]1. Reactants: ClCC=1C=C2C=C(NC2=C(C1)[N+](=O)[O-])C=1SC[C@H](N1)COC(C(C)(C)C)=O (2,2-Dimethyl-propionic acid [(R)-2-(5-chloromethyl-7-nitro-1H-indol-2-yl)-4,5-dihydro-thiazol-4-yl]methyl ester), N1N=CC=C1 (pyrazole), CN(C)C=O (DMF). The solvent is CS(=O)C (DMSO). Product: N1(N=CC=C1)CC=1C=C2C=C(NC2=C(C1)[N+](=O)[O-])C=1SC[C@H](N1)COC(C(C)(C)C)=O (2,2-Dimethyl-propionic acid {(R)-2-[5-(pyrazol-1-yl)methyl-7-nitro-1H-indol-2-yl]-4,5-dihydro-thiazol-4-yl}methyl ester). RXN SMILES: Cl[CH2:2][C:3]1[CH:4]=[C:5]2[C:9](=[C:10]([N+:12]([O-:14])=[O:13])[CH:11]=1)[NH:8][C:7]([C:15]1[S:16][CH2:17][C@@H:18]([CH2:20][O:21][C:22](=[O:27])[C:23]([CH3:26])([CH3:25])[CH3:24])[N:19]=1)=[CH:6]2.[NH:28]1[CH:32]=[CH:31][CH:30]=[N:29]1.CN(C=O)C>CS(C)=O>[N:28]1([CH2:2][C:3]2[CH:4]=[C:5]3[C:9](=[C:10]([N+:12]([O-:14])=[O:13])[CH:11]=2)[NH:8][C:7]([C:15]2[S:16][CH2:17][C@@H:18]([CH2:20][O:21][C:22](=[O:27])[C:23]([CH3:26])([CH3:25])[CH3:24])[N:19]=2)=[CH:6]3)[CH:32]=[CH:31][CH:30]=[N:29]1. Reported procedure: 2,2-Dimethyl-propionic acid [(R)-2-(5-chloromethyl-7-nitro-1H-indol-2-yl)-4,5-dihydro-thiazol-4-yl]methyl ester prepared in Preparation 41 and pyrazole were reacted according to the same procedure as Preparation 92 except that DMF was used as the solvent instead of DMSO to give the title compound. The reactants are C1(CCCCC1)N(C(=O)NC=1SC(=CN1)CN1CCN(CC1)S(=O)(=O)CC)C1CC[NH2+]CC1 (4-{1-cyclohexyl-3-[5-(4-ethanesulfonyl-piperazin-1-ylmethyl)-thiazol-2-yl]-ureido}-piperidinium), [Cl-] (chloride), C1(CCCC1)C(=O)Cl (cyclopentanecarbonyl chloride). As a reaction SMILES: [CH:1]1([N:7]([CH:28]2[CH2:33][CH2:32][NH2+:31][CH2:30][CH2:29]2)[C:8]([NH:10][C:11]2[S:12][C:13]([CH2:16][N:17]3[CH2:22][CH2:21][N:20]([S:23]([CH2:26][CH3:27])(=[O:25])=[O:24])[CH2:19][CH2:18]3)=[CH:14][N:15]=2)=[O:9])[CH2:6][CH2:5][CH2:4][CH2:3][CH2:2]1.[Cl-].[CH:35]1([C:40](Cl)=[O:41])[CH2:39][CH2:38][CH2:37][CH2:36]1>>[CH:1]1([N:7]([CH:28]2[CH2:33][CH2:32][N:31]([C:40]([CH:35]3[CH2:39][CH2:38][CH2:37][CH2:36]3)=[O:41])[CH2:30][CH2:29]2)[C:8]([NH:10][C:11]2[S:12][C:13]([CH2:16][N:17]3[CH2:22][CH2:21][N:20]([S:23]([CH2:26][CH3:27])(=[O:25])=[O:24])[CH2:19][CH2:18]3)=[CH:14][N:15]=2)=[O:9])[CH2:6][CH2:5][CH2:4][CH2:3][CH2:2]1. Yields the product C1(CCCCC1)N(C(=O)NC=1SC(=CN1)CN1CCN(CC1)S(=O)(=O)CC)C1CCN(CC1)C(=O)C1CCCC1 (1-Cyclohexyl-1-(1-cyclopentanecarbonyl-piperidin-4-yl)-3-[5-(4-ethanesulfonyl-piperazin-1-ylmethyl)-thiazol-2-yl]-urea). Procedure: Prepared in 65% (193 mg) yield as described in general procedure (N) from 4-{1-cyclohexyl-3-[5-(4-ethanesulfonyl-piperazin-1-ylmethyl)-thiazol-2-yl]-ureido}-piperidinium; chloride (268 mg, 0.5 mmol) and cyclopentanecarbonyl chloride (80 mg, 0.6 mmol). Reactants: NC1=NC=C(C(=O)O)C=C1 (6-aminonicotinic acid), CCO (EtOH). The solvent is S(O)(O)(=O)=O (sulfuric acid). The product is C(C)OC(C1=CN=C(C=C1)N)=O (6-aminonicotinic acid ethyl ester). Yield: 92.0%. Reaction SMILES: [NH2:1][C:2]1[CH:10]=[CH:9][C:5]([C:6]([OH:8])=[O:7])=[CH:4][N:3]=1.[CH3:11][CH2:12]O>S(=O)(=O)(O)O>[CH2:11]([O:7][C:6](=[O:8])[C:5]1[CH:9]=[CH:10][C:2]([NH2:1])=[N:3][CH:4]=1)[CH3:12]. Reported procedure: A solution of 6-aminonicotinic acid (2.0 g, 14.4 mmol) in anhydrous EtOH (70 mL) and concentrated sulfuric acid (14 mL) was heated to reflux for 16 h. The solution was concentrated under reduced pressure, neutralized with saturated aqueous Na2CO3 (50 mL) and extracted with CH2Cl2 (3×50 mL). The combined organic phases were dried (MgSO4), filtered and concentrated to give 6-aminonicotinic acid ethyl ester (2.18 g, 92%) as a white powder. 1H NMR (CDCl3) δ 1.37 (t, 3H, J=6.0 Hz), 4.34 (q, 2H, J=7.0... Reactants: C(C)(=O)O[C@@H](COC1=C(C=C2C(NC=NC2=C1)=O)OC)CN1CCCC1 ((2R)-7-(2-acetoxy-3-(pyrrolidin-1-yl)propoxy)-6-methoxy-3,4-dihydroquinazolin-4-one), S(=O)(Cl)Cl (thionyl chloride). The reagents and catalysts are CN(C)C=O (DMF). Reaction conditions: temperature 80 celsius. Yields the product C(C)(=O)O[C@@H](COC1=C(C=C2C(=NC=NC2=C1)Cl)OC)CN1CCCC1 ((2R)-7-(2-acetoxy-3-(pyrrolidin-1-yl)propoxy)-4-chloro-6-methoxyquinazoline). Yield: 90.0%. RXN SMILES: [C:1]([O:4][C@H:5]([CH2:21][N:22]1[CH2:26][CH2:25][CH2:24][CH2:23]1)[CH2:6][O:7][C:8]1[CH:17]=[C:16]2[C:11]([C:12](=O)[NH:13][CH:14]=[N:15]2)=[CH:10][C:9]=1[O:19][CH3:20])(=[O:3])[CH3:2].S(Cl)([Cl:29])=O>CN(C=O)C>[C:1]([O:4][C@H:5]([CH2:21][N:22]1[CH2:26][CH2:25][CH2:24][CH2:23]1)[CH2:6][O:7][C:8]1[CH:17]=[C:16]2[C:11]([C:12]([Cl:29])=[N:13][CH:14]=[N:15]2)=[CH:10][C:9]=1[O:19][CH3:20])(=[O:3])[CH3:2]. Procedure: A solution of (2R)-7-(2-acetoxy-3-(pyrrolidin-1-yl)propoxy)-6-methoxy-3,4-dihydroquinazolin-4-one (556 mg, 1.54 mmol) in thionyl chloride (6 ml) containing DMF (3 drops) was heated at 80° C. for 4 hours. The volatiles were removed under vacuum. The residue was dissolved in methylene chloride and the organic layer was washed with aqueous sodium hydrogen carbonate, brine, dried (MgSO4) and evaporated to give (2R)-7-(2-acetoxy-3-(pyrrolidin-1-yl)propoxy)-4-chloro-6-methoxyquinazoline (530 mg, 90%). Starting materials: CC(O)c1ccncc1Br, [Na+], [Na+], O=C([O-])[O-], CN(C)C=O, O, OB(O)c1cc2ccccc2o1. Product: CC(O)c1ccncc1-c1cc2ccccc2o1. RXN SMILES: [Br:13][c:14]1[cH:15][n:16][cH:17][cH:18][c:19]1[CH:20]([CH3:21])[OH:22].[Na+:23].[Na+:24].[O-:25][C:26](=[O:27])[O-:28].[O:30]=[CH:31][N:32]([CH3:33])[CH3:34].[OH2:29].[o:1]1[c:2]([B:10]([OH:11])[OH:12])[cH:3][c:4]2[c:5]1[cH:6][cH:7][cH:8][cH:9]2>>[o:1]1[c:2](-[c:14]2[cH:15][n:16][cH:17][cH:18][c:19]2[CH:20]([CH3:21])[OH:22])[cH:3][c:4]2[c:5]1[cH:6][cH:7][cH:8][cH:9]2.